This data is from the Open Reaction Database (ORD), a public repository of structured organic reaction records. The task is: describe an organic reaction: reactants, conditions, products, and yield The reactants are C[C@@H]1N(CCNC1)C(=O)C=1C=NC(=CC1)C ((2S)-2-methyl-1-[(6-methyl-3-pyridinyl)carbonyl]piperazine), BrC1=C(C=CC(=C1)C(F)(F)F)S(=O)(=O)Cl (2-bromo-4-(trifluoromethyl)benzenesulfonyl chloride), CCN(C(C)C)C(C)C (DIPEA). The solvent is C(Cl)Cl (DCM). Reaction conditions: time 15 hour. Product: BrC1=C(C=CC(=C1)C(F)(F)F)S(=O)(=O)N1C[C@@H](N(CC1)C(=O)C=1C=NC(=CC1)C)C ((2S)-4-{[2-bromo-4-(trifluoromethyl)phenyl]sulfonyl}-2-methyl-1-[(6-methyl-3-pyridinyl)carbonyl]piperazine). The yield is 46.8%. As a reaction SMILES: [CH3:1][C@H:2]1[CH2:7][NH:6][CH2:5][CH2:4][N:3]1[C:8]([C:10]1[CH:11]=[N:12][C:13]([CH3:16])=[CH:14][CH:15]=1)=[O:9].[Br:17][C:18]1[CH:23]=[C:22]([C:24]([F:27])([F:26])[F:25])[CH:21]=[CH:20][C:19]=1[S:28](Cl)(=[O:30])=[O:29].CCN(C(C)C)C(C)C>C(Cl)Cl>[Br:17][C:18]1[CH:23]=[C:22]([C:24]([F:26])([F:25])[F:27])[CH:21]=[CH:20][C:19]=1[S:28]([N:6]1[CH2:5][CH2:4][N:3]([C:8]([C:10]2[CH:11]=[N:12][C:13]([CH3:16])=[CH:14][CH:15]=2)=[O:9])[C@@H:2]([CH3:1])[CH2:7]1)(=[O:30])=[O:29]. Procedure details: To a solution of (2S)-2-methyl-1-[(6-methyl-3-pyridinyl)carbonyl]piperazine (may be prepared as described in Description 13) (200 mg, 0.912 mmol) in DCM (10 mL) was added 2-bromo-4-(trifluoromethyl)benzenesulfonyl chloride (295 mg, 0.912 mmol) followed by DIPEA (0.159 mL, 0.912 mmol). The reaction mixture was left stirring at room temperature for 15 h. The solvent was removed by evaporation and the crude residue was dissolved in DCM (30 ml), washed with saturated sodium bicarbonate (40 ml), drie... Starting materials: CC(=O)Nc1ccc(N(Cc2cccc(C#N)c2)C2CCN(C(C)CCNC(=O)c3c(C)cccc3C)CC2)cc1, CO, Cl. Yields the product Cc1cccc(C)c1C(=O)NCCC(C)N1CCC(N(Cc2cccc(C#N)c2)c2ccc(N)cc2)CC1. As a reaction SMILES: [C:1](=[O:2])([CH3:3])[NH:4][c:5]1[cH:6][cH:7][c:8]([N:11]([CH:12]2[CH2:13][CH2:14][N:15]([CH:18]([CH2:19][CH2:20][NH:21][C:22]([c:23]3[c:24]([CH3:30])[cH:25][cH:26][cH:27][c:28]3[CH3:29])=[O:31])[CH3:32])[CH2:16][CH2:17]2)[CH2:33][c:34]2[cH:35][c:36]([C:40]#[N:41])[cH:37][cH:38][cH:39]2)[cH:9][cH:10]1.[CH3:43][OH:44].[ClH:42]>>[NH2:4][c:5]1[cH:6][cH:7][c:8]([N:11]([CH:12]2[CH2:13][CH2:14][N:15]([CH:18]([CH2:19][CH2:20][NH:21][C:22]([c:23]3[c:24]([CH3:30])[cH:25][cH:26][cH:27][c:28]3[CH3:29])=[O:31])[CH3:32])[CH2:16][CH2:17]2)[CH2:33][c:34]2[cH:35][c:36]([C:40]#[N:41])[cH:37][cH:38][cH:39]2)[cH:9][cH:10]1. Starting materials: CC=1N=CNC1C1=CC=CC=C1 (4-methyl-5-phenylimidazole), TEA, ClC(C1=CC=CC=C1)(C2=CC=CC=C2)C3=CC=CC=C3 (TrCl). The solvent is CN(C)C=O (DMF), CCOC(=O)C (EtOAc). Conditions: time 20 hour. Product: CC1=C(N=CN1C(C1=CC=CC=C1)(C1=CC=CC=C1)C1=CC=CC=C1)C1=CC=CC=C1 (5-methyl-4-phenyl-1-trityl-1H-imidazole). Isolated yield 79.6%. Reaction SMILES: [CH3:1][C:2]1[N:3]=[CH:4][NH:5][C:6]=1[C:7]1[CH:12]=[CH:11][CH:10]=[CH:9][CH:8]=1.Cl[C:14]([C:27]1[CH:32]=[CH:31][CH:30]=[CH:29][CH:28]=1)([C:21]1[CH:26]=[CH:25][CH:24]=[CH:23][CH:22]=1)[C:15]1[CH:20]=[CH:19][CH:18]=[CH:17][CH:16]=1>CN(C=O)C.CCOC(C)=O>[CH3:1][C:2]1[N:3]([C:14]([C:15]2[CH:20]=[CH:19][CH:18]=[CH:17][CH:16]=2)([C:27]2[CH:28]=[CH:29][CH:30]=[CH:31][CH:32]=2)[C:21]2[CH:22]=[CH:23][CH:24]=[CH:25][CH:26]=2)[CH:4]=[N:5][C:6]=1[C:7]1[CH:8]=[CH:9][CH:10]=[CH:11][CH:12]=1. Procedure details: To a solution of 4-methyl-5-phenylimidazole (250 mg, 1.58 mmol) in 5 mL DMF at rt, were added TEA (242 μL, 1.74 mmol) and TrCl (485 mg, 1.74 mmol). The mixture was stirred at rt for 20 h, then was diluted with EtOAc, washed with H2O (2×) and brine, dried (Na2SO4) and concentrated. The crude product was purified by flash chromatography (0 to 50% EtOAc/hexanes gradient) to afford 504 mg of Intermediate 20.1 as a white solid. Yields the product C(C)(=O)N1CCN(CC1)CC1=CC=C(C=C1)C=1NC(C2=CC=CC(=C2C1)C)=O (3-[4-(4-acetyl-piperazine-1-ylmethyl)-phenyl]-5-methyl-2H-isoquinolin-1-one). Reactants: C(C)(=O)O (acetic acid), CN(C)C(=[N+](C)C)ON1C2=C(C=CC=C2)N=N1.[B-](F)(F)(F)F (TBTU), C(C)(C)N(C(C)C)CC (N,N-diisopropylethylamine), CC1=C2C=C(NC(C2=CC=C1)=O)C1=CC=C(C=C1)CN1CCNCC1 (5-Methyl-3-(4-piperazin-1-ylmethylphenyl)-2H-isoquinolin-1-one). Reaction conditions: time 10 minute. Yield: 7.8%. Reported procedure: To a stirred solution of acetic acid (0.005 mL, 0.068 mmol) in CH2Cl2 (5 mL) was added TBTU (22 mg, 0.068 mmol) and N,N-diisopropylethylamine (0.036 mL, 0.20 mmol) and the reaction stirred for 10 min at RT. 5-Methyl-3-(4-piperazin-1-ylmethylphenyl)-2H-isoquinolin-1-one (23 mg, 0.068 mmol) was then added and the reaction stirred for 2 h at RT. The reaction mixture was concentrated in vacuo and purified by reverse phase preparative HPLC-MS to afford 3-[4-(4-acetyl-piperazine-1-ylmethyl)-phenyl]-5-... RXN SMILES: [C:1](O)(=[O:3])[CH3:2].CN(C(ON1N=NC2C=CC=CC1=2)=[N+](C)C)C.[B-](F)(F)(F)F.C(N(CC)C(C)C)(C)C.[CH3:36][C:37]1[CH:46]=[CH:45][CH:44]=[C:43]2[C:38]=1[CH:39]=[C:40]([C:48]1[CH:53]=[CH:52][C:51]([CH2:54][N:55]3[CH2:60][CH2:59][NH:58][CH2:57][CH2:56]3)=[CH:50][CH:49]=1)[NH:41][C:42]2=[O:47]>C(Cl)Cl>[C:1]([N:58]1[CH2:59][CH2:60][N:55]([CH2:54][C:51]2[CH:50]=[CH:49][C:48]([C:40]3[NH:41][C:42](=[O:47])[C:43]4[C:38]([CH:39]=3)=[C:37]([CH3:36])[CH:46]=[CH:45][CH:44]=4)=[CH:53][CH:52]=2)[CH2:56][CH2:57]1)(=[O:3])[CH3:2] |f:1.2|. Solvent: C(Cl)Cl (CH2Cl2). The reactants are [N+](=O)([O-])C=1C=C(C=CC1OC)C=1OC2=C(N1)C=C(C=C2)Br (2-(3-nitro-4-methoxyphenyl)-5-bromobenzoxazole), FC=1C=C(C=C(C1)F)B(O)O (3,5-difluorophenylboronic acid). The product is [N+](=O)([O-])C=1C=C(C=CC1OC)C=1OC2=C(N1)C=C(C=C2)C2=CC(=CC(=C2)F)F (2-(3-Nitro-4-methoxyphenyl)-5-(3,5-difluorophenyl)benzoxazole). Procedure details: Prepared by the method of Example 15d), from 2-(3-nitro-4-methoxyphenyl)-5-bromobenzoxazole (200 mg, 0.57 mmol) and 3,5-difluorophenylboronic acid (136 mg, 0.86 mmol) the subtitle compound was obtained, (120 mg, 64%). 1H NMR (DMSO) δ 8.70(d, 1H), 8.52(dd, 1H), 8.26(d, 1H), 7.96(d, 1H), 7.88(dd, 1H), 7.69(d, 1H), 7.61(dd, 2H), 7.33(tt, 1H), 4.12(s, 3H). MS 383 m/z (M+H)+. RXN SMILES: [N+:1]([C:4]1[CH:5]=[C:6]([C:12]2[O:13][C:14]3[CH:20]=[CH:19][C:18](Br)=[CH:17][C:15]=3[N:16]=2)[CH:7]=[CH:8][C:9]=1[O:10][CH3:11])([O-:3])=[O:2].[F:22][C:23]1[CH:24]=[C:25](B(O)O)[CH:26]=[C:27]([F:29])[CH:28]=1>>[N+:1]([C:4]1[CH:5]=[C:6]([C:12]2[O:13][C:14]3[CH:20]=[CH:19][C:18]([C:25]4[CH:24]=[C:23]([F:22])[CH:28]=[C:27]([F:29])[CH:26]=4)=[CH:17][C:15]=3[N:16]=2)[CH:7]=[CH:8][C:9]=1[O:10][CH3:11])([O-:3])=[O:2]. The reactants are [Cl-], O=C(O)C(F)F, Nc1ccc(Cl)cc1S(N)(=O)=O, C1COCCO1, c1ccncc1. The product is NS(=O)(=O)c1cc(Cl)ccc1NC(=O)C(F)F. RXN SMILES: [Cl-:19].[F:20][CH:21]([C:22](=[O:23])[OH:24])[F:25].[NH2:1][c:2]1[c:3]([S:9](=[O:10])(=[O:11])[NH2:12])[cH:4][c:5]([Cl:8])[cH:6][cH:7]1.[O:26]1[CH2:27][CH2:28][O:29][CH2:30][CH2:31]1.[cH:13]1[cH:14][cH:15][n:16][cH:17][cH:18]1>>[NH:1]([c:2]1[c:3]([S:9](=[O:10])(=[O:11])[NH2:12])[cH:4][c:5]([Cl:8])[cH:6][cH:7]1)[C:22]([CH:21]([F:20])[F:25])=[O:23]. Reactants: three-mouth, ClC1=NC(=C2NC=NC2=N1)Cl (2,6-dichloropurine), C(C)(=O)OCC (ethyl acetate), pyridinium salt, acid, C(C)N1CCNCC1 (N-ethylpiperazine), O1CCCC=C1 (2,3-dihydropyrane). Solvent: C(C)N(CC)CC (Triethylamine). Reaction conditions: time 5 minute. The product is N1=CN=C2N=CNC2=C1 (purin). Yield: 204.6%. Reaction SMILES: Cl[C:2]1[N:10]=[C:9]2[C:5]([NH:6][CH:7]=[N:8]2)=[C:4](Cl)[N:3]=1.C(OCC)(=O)C.O1C=CCCC1.C(N1CCNCC1)C>C(N(CC)CC)C>[N:3]1[CH:4]=[C:5]2[C:9]([N:8]=[CH:7][NH:6]2)=[N:10][CH:2]=1. Reported procedure: In a 100 ml three-mouth bottle 2,6-dichloropurine (10 g), ethyl acetate (50 ml), pyridinium salt of paratoluenesulfonic acid (0.2 g) are mixed. The above mixture is stirred and heated to a temperature of 35° C., 2,3-dihydropyrane (12 ml) is added thereto within 5 min. The above mixture is reacted at 50˜60° C. for 3 h. The completion of reaction is checked with TCL analysis. Triethylamine (8 ml) is added to the bottle, and N-ethylpiperazine (10.3 g) is added thereto at the temperature within 20 m... Starting materials: CCO, Cl, O, N#CN1CCC(c2nc(COc3ccc(-n4cnnn4)cc3)cs2)CC1. Product: NC(=O)N1CCC(c2nc(COc3ccc(-n4cnnn4)cc3)cs2)CC1. As a reaction SMILES: [CH2:28]([CH3:29])[OH:30].[ClH:31].[OH2:27].[n:1]1(-[c:6]2[cH:7][cH:8][c:9]([O:10][CH2:11][c:12]3[n:13][c:14]([CH:17]4[CH2:18][CH2:19][N:20]([C:23]#[N:24])[CH2:21][CH2:22]4)[s:15][cH:16]3)[cH:25][cH:26]2)[n:2][n:3][n:4][cH:5]1>>[n:1]1(-[c:6]2[cH:7][cH:8][c:9]([O:10][CH2:11][c:12]3[n:13][c:14]([CH:17]4[CH2:18][CH2:19][N:20]([C:23]([NH2:24])=[O:30])[CH2:21][CH2:22]4)[s:15][cH:16]3)[cH:25][cH:26]2)[n:2][n:3][n:4][cH:5]1.